This data is from the Open Reaction Database (ORD), a public repository of structured organic reaction records. The task is: describe an organic reaction: reactants, conditions, products, and yield Reactants: COC(=O)CC(=O)O, CC#N, CN1CCOCC1, [Cl-], NC1(c2ccccc2)C(=O)NC(=O)NC1=O. The product is COC(=O)CC(=O)NC1(c2ccccc2)C(=O)NC(=O)NC1=O. As a reaction SMILES: [CH3:18][O:19][C:20]([CH2:21][C:22](=[O:23])[OH:24])=[O:25].[CH3:26][C:27]#[N:28].[CH3:29][N:30]1[CH2:31][CH2:32][O:33][CH2:34][CH2:35]1.[Cl-:17].[NH2:1][C:2]1([c:11]2[cH:12][cH:13][cH:14][cH:15][cH:16]2)[C:3](=[O:10])[NH:4][C:5](=[O:9])[NH:6][C:7]1=[O:8]>>[NH:1]([C:2]1([c:11]2[cH:12][cH:13][cH:14][cH:15][cH:16]2)[C:3](=[O:10])[NH:4][C:5](=[O:9])[NH:6][C:7]1=[O:8])[C:22]([CH2:21][C:20]([O:19][CH3:18])=[O:25])=[O:23]. Reactants: CC(O)(COC(=O)N1CCN(c2ccc(OC(F)(F)F)cc2)CC1)Cn1cc([N+](=O)[O-])nc1Cl, [H-], [Na+], CN(C)C=O, O. The product is CC1(COC(=O)N2CCN(c3ccc(OC(F)(F)F)cc3)CC2)Cn2cc([N+](=O)[O-])nc2O1. As a reaction SMILES: [F:1][C:2]([O:3][c:4]1[cH:5][cH:6][c:7]([N:10]2[CH2:11][CH2:12][N:13]([C:16](=[O:17])[O:18][CH2:19][C:20]([CH2:21][n:22]3[c:23]([Cl:30])[n:24][c:25]([N+:27](=[O:28])[O-:29])[cH:26]3)([CH3:31])[OH:32])[CH2:14][CH2:15]2)[cH:8][cH:9]1)([F:33])[F:34].[H-:35].[Na+:36].[O:38]=[CH:39][N:40]([CH3:41])[CH3:42].[OH2:37]>>[F:1][C:2]([O:3][c:4]1[cH:5][cH:6][c:7]([N:10]2[CH2:11][CH2:12][N:13]([C:16](=[O:17])[O:18][CH2:19][C:20]3([CH3:31])[CH2:21][n:22]4[c:23]([n:24][c:25]([N+:27](=[O:28])[O-:29])[cH:26]4)[O:32]3)[CH2:14][CH2:15]2)[cH:8][cH:9]1)([F:33])[F:34]. Starting materials: Reverse-Phase RP-18, Cl.C1(=CC=CC=C1)N(S(=O)(=O)C1=CC2=C(N(C(=N2)CNC2=CC=C(C=C2)C(N)=N)C)C=C1)CCC(=O)OCC (1-methyl-2-[N-(4-amidinophenyl)aminomethyl]benzimidazol-5-yl-sulfonic acid-N-phenyl-N-(2-ethoxycarbonylethyl)amide hydrochloride), [OH-].[Na+] (sodium hydroxide), C25H26N6O4S. Run in CO (methanol). The product is C1(=CC=CC=C1)N(S(=O)(=O)C1=CC2=C(N(C(=N2)CNC2=CC=C(C=C2)C(N)=N)C)C=C1)CCC(=O)O (1-Methyl-2-[N-(4-amidinophenyl)aminomethyl]benzimidazole-5-yl-sulfonic acid-N-phenyl-N-(2-hydroxycarbonylethyl)amide). Isolated yield 24.0%. RXN SMILES: Cl.[C:2]1([N:8]([CH2:33][CH2:34][C:35]([O:37]CC)=[O:36])[S:9]([C:12]2[CH:32]=[CH:31][C:15]3[N:16]([CH3:30])[C:17]([CH2:19][NH:20][C:21]4[CH:26]=[CH:25][C:24]([C:27](=[NH:29])[NH2:28])=[CH:23][CH:22]=4)=[N:18][C:14]=3[CH:13]=2)(=[O:11])=[O:10])[CH:7]=[CH:6][CH:5]=[CH:4][CH:3]=1.[OH-].[Na+]>CO>[C:2]1([N:8]([CH2:33][CH2:34][C:35]([OH:37])=[O:36])[S:9]([C:12]2[CH:32]=[CH:31][C:15]3[N:16]([CH3:30])[C:17]([CH2:19][NH:20][C:21]4[CH:26]=[CH:25][C:24]([C:27](=[NH:28])[NH2:29])=[CH:23][CH:22]=4)=[N:18][C:14]=3[CH:13]=2)(=[O:11])=[O:10])[CH:3]=[CH:4][CH:5]=[CH:6][CH:7]=1 |f:0.1,2.3|. Procedure details: Prepared analogously to Example 26 from 1-methyl-2-[N-(4-amidinophenyl)aminomethyl]benzimidazol-5-yl-sulfonic acid-N-phenyl-N-(2-ethoxycarbonylethyl)amide hydrochloride and sodium hydroxide solution. Yield: 24% of theory, C25H26N6O4S (506.6); Rf value: 0.55 (Reverse-Phase RP-18 silica gel; methanol/5% saline solution=3:2); EKA mass spectrum: (M+H)+=507; (M+Na)+=529; (M+2Na)++=276. Starting materials: C(C)(C)(C)C1=CC=C(C=C1)N1N=C(C(=C1O)C(C)=O)C (1-(1-(4-tert-butylphenyl)-5-hydroxy-3-methyl-1H-pyrazol-4-yl)-ethanone), COC(=O)C1=C(C=C(C(=O)NN)C=C1)[N+](=O)[O-] (4-methoxycarbonyl-3-nitrobenzhydrazide). Run in CN(C)C=O (DMF). Yields the product C(C)(C)(C)C1=CC=C(C=C1)N1N=C(C(C1=O)=C(C)NNC(C1=CC(=C(C=C1)C(=O)OC)[N+](=O)[O-])=O)C (4-methoxycarbonyl-3-nitrobenzoic N′-(1-(1-(4-tert-butylphenyl)-3-methyl-5-oxo-1,5-dihydropyrazol-4-ylidene)-ethyl)-hydrazide). The yield is 54.5%. RXN SMILES: [C:1]([C:5]1[CH:10]=[CH:9][C:8]([N:11]2[C:15]([OH:16])=[C:14]([C:17](=O)[CH3:18])[C:13]([CH3:20])=[N:12]2)=[CH:7][CH:6]=1)([CH3:4])([CH3:3])[CH3:2].[CH3:21][O:22][C:23]([C:25]1[CH:34]=[CH:33][C:28]([C:29]([NH:31][NH2:32])=[O:30])=[CH:27][C:26]=1[N+:35]([O-:37])=[O:36])=[O:24]>CN(C=O)C>[C:1]([C:5]1[CH:10]=[CH:9][C:8]([N:11]2[C:15](=[O:16])[C:14](=[C:17]([NH:32][NH:31][C:29](=[O:30])[C:28]3[CH:33]=[CH:34][C:25]([C:23]([O:22][CH3:21])=[O:24])=[C:26]([N+:35]([O-:37])=[O:36])[CH:27]=3)[CH3:18])[C:13]([CH3:20])=[N:12]2)=[CH:7][CH:6]=1)([CH3:4])([CH3:3])[CH3:2]. Procedure: DMF solution (2.0 mL) of 1-(1-(4-tert-butylphenyl)-5-hydroxy-3-methyl-1H-pyrazol-4-yl)-ethanone (54.5 mg, 0.20 mmol) and 4-methoxycarbonyl-3-nitrobenzhydrazide (47.8 mg, 0.20 mmol) was heated at 110° C. for 6 hours After removing solvent, the residue was purified by column chromatography to give the title compound (53.8 mg, 55%) as a brown solid. The reactants are CN(C)C=O (DMF), C(C)(CC)[Li] (sec-Butyllithium), CN(CCN(CCN(C)C)C)C (N1-(2-(dimethylamino)ethyl)-N1,N2,N2-trimethylethane-1,2-diamine), C(C)(C)(C)[Si](C)(C)OCC(C)(C)C1=C(C=CC=C1)F (tert-butyl(2-(2-fluorophenyl)-2-methylpropoxy)dimethylsilane). Solvent: O1CCCC1 (tetrahydrofuran), O1CCCC1 (tetrahydrofuran). Conditions: temperature -78 celsius, time 2 hour. Yields the product [Si](C)(C)(C(C)(C)C)OCC(C)(C)C=1C(=C(C=O)C=CC1)F (3-(1-(tert-Butyldimethylsilyloxy)-2-methylpropan-2-yl)-2-fluorobenzaldehyde). Reaction SMILES: C([Li])(CC)C.CN(C)CCN(C)CCN(C)C.[C:18]([Si:22]([O:25][CH2:26][C:27]([C:30]1[CH:35]=[CH:34][CH:33]=[CH:32][C:31]=1[F:36])([CH3:29])[CH3:28])([CH3:24])[CH3:23])([CH3:21])([CH3:20])[CH3:19].CN([CH:40]=[O:41])C>O1CCCC1>[Si:22]([O:25][CH2:26][C:27]([C:30]1[C:31]([F:36])=[C:32]([CH:33]=[CH:34][CH:35]=1)[CH:40]=[O:41])([CH3:29])[CH3:28])([C:18]([CH3:19])([CH3:20])[CH3:21])([CH3:23])[CH3:24]. Reported procedure: sec-Butyllithium (1.4M in cyclohexane, 3.54 mL) was added to dry tetrahydrofuran (10 mL) under nitrogen and the solution cooled to −78° C. N1-(2-(dimethylamino)ethyl)-N1,N2,N2-trimethylethane-1,2-diamine (0.859 g) was added slowly dropwise. A solution of tert-butyl(2-(2-fluorophenyl)-2-methylpropoxy)dimethylsilane (example 90, step e) (1.4 g) in dry tetrahydrofuran (3 mL) was then added dropwise over 5 minutes. The reaction mixture was stirred for 2 hours at −78° C. DMF (2.69 mL) was added dropw...